This data is from the Open Reaction Database (ORD), a public repository of structured organic reaction records. The task is: describe an organic reaction: reactants, conditions, products, and yield Reactants: Cl[O-].[Na+] (sodium hypochlorite), [OH-].[NH4+] (ammonium hydroxide), NC=1NC(C2=C(N1)N(C=C2)[C@H]2C[C@H](O)[C@H](O2)CO)=S (2-amino-7-(2-deoxy-β-D-erythro-pentofuranosyl) pyrrolo[2,3-d]pyrimidine-4-thione). Procedure details: Four mL of 5.25% aqueous sodium hypochlorite (2.8 mmol) was cooled and added to 10 mL of 1.4N ammonium hydroxide. After stirring for 30 min at 0° C., 2-amino-7-(2-deoxy-β-D-erythro-pentofuranosyl) pyrrolo[2,3-d]pyrimidine-4-thione 37 (0.78 g, 2.8 mmol) in 1.3 mL of 2N potassium hydroxide was added and stirred for 1 h at 0° C. The precipitate was collected by filtration, washed with EtOH and dried at 25° C. over P2O5 in vacuo to obtain 670 mg (81%) of the title compound 38. m.p. 162°-164° C. (dec... The product is NC=1N=C(C2=C(N1)N(C=C2)[C@H]2C[C@H](O)[C@H](O2)CO)SN (2-Amino-7-(2-deoxy-β-D-erythro-pentofuranosyl)pyrrolo[2,3-d]pyrimidine-4-sulfenamide). Solvent: [OH-].[K+] (potassium hydroxide). Isolated yield 81.0%. Run at temperature 0 celsius, time 30 minute. RXN SMILES: Cl[O-].[Na+].[OH-].[NH4+:5].[NH2:6][C:7]1[NH:8][C:9](=[S:24])[C:10]2[CH:15]=[CH:14][N:13]([C@@H:16]3[O:21][C@H:20]([CH2:22][OH:23])[C@@H:18]([OH:19])[CH2:17]3)[C:11]=2[N:12]=1>[OH-].[K+]>[NH2:6][C:7]1[N:8]=[C:9]([S:24][NH2:5])[C:10]2[CH:15]=[CH:14][N:13]([C@@H:16]3[O:21][C@H:20]([CH2:22][OH:23])[C@@H:18]([OH:19])[CH2:17]3)[C:11]=2[N:12]=1 |f:0.1,2.3,5.6|. Reactants: COC(=O)CS(=O)(=O)Nc1ccc(F)cc1C(F)(F)F, Cl, [Na+], C1COCCO1, [OH-]. The product is O=C(O)CS(=O)(=O)Nc1ccc(F)cc1C(F)(F)F. As a reaction SMILES: [CH3:1][O:2][C:3]([CH2:4][S:5]([NH:6][c:7]1[c:8]([C:14]([F:15])([F:16])[F:17])[cH:9][c:10]([F:13])[cH:11][cH:12]1)(=[O:18])=[O:19])=[O:20].[ClH:23].[Na+:22].[O:24]1[CH2:25][CH2:26][O:27][CH2:28][CH2:29]1.[OH-:21]>>[O:2]=[C:3]([CH2:4][S:5]([NH:6][c:7]1[c:8]([C:14]([F:15])([F:16])[F:17])[cH:9][c:10]([F:13])[cH:11][cH:12]1)(=[O:18])=[O:19])[OH:20]. The reactants are [Na+], [Na], CCCCCCCCCCCCOS(=O)(=O)[O-]. As a reaction SMILES: [Na+:18].[Na:19].[S:1]([O-:2])(=[O:3])([O:4][CH2:5][CH2:6][CH2:7][CH2:8][CH2:9][CH2:10][CH2:11][CH2:12][CH2:13][CH2:14][CH2:15][CH3:16])=[O:17]>>[OH:4][CH2:5][CH2:6][CH2:7][CH2:8][CH2:9][CH2:10][CH2:11][CH2:12][CH2:13][CH2:14][CH2:15][CH3:16]. Product: CCCCCCCCCCCCO.